From a dataset of the Open Reaction Database (ORD), a public repository of structured organic reaction records. describe an organic reaction: reactants, conditions, products, and yield Reactants: ClC1=CC(=NC(=C1)CC)N (4-chloro-6-ethylpyridin-2-amine), O(C(=O)OC(C)(C)C)C(=O)OC(C)(C)C (BOC2O). Reagents/catalysts: CN(C)C=1C=CN=CC1 (DMAP). Run in C(Cl)Cl (DCM). Yields the product ClC1=CC(=NC(=C1)CC)N(C(=O)OC(C)(C)C)C(=O)OC(C)(C)C (4-chloro-6-ethyl-N,N-di-BOC-pyridin-2-amine). The yield is 27.0%. Reaction SMILES: [Cl:1][C:2]1[CH:7]=[C:6]([CH2:8][CH3:9])[N:5]=[C:4]([NH2:10])[CH:3]=1.[O:11](C(OC(C)(C)C)=O)[C:12]([O:14][C:15]([CH3:18])([CH3:17])[CH3:16])=O>CN(C1C=CN=CC=1)C.C(Cl)Cl>[Cl:1][C:2]1[CH:7]=[C:6]([CH2:8][CH3:9])[N:5]=[C:4]([N:10]([C:12]([O:14][C:15]([CH3:18])([CH3:17])[CH3:16])=[O:11])[C:12]([O:14][C:15]([CH3:18])([CH3:17])[CH3:16])=[O:11])[CH:3]=1. Reported procedure: Method 24 was followed using 4-chloro-6-ethylpyridin-2-amine (1.0 equiv.), BOC2O (2.0 equiv.), and DMAP (cat.) in DCM to yield 4-chloro-6-ethyl-N,N-di-BOC-pyridin-2-amine (27% yield). LCMS (m/z): 357.1 (MH+); LC Rt=4.11 min. Reactants: ice, Cl.NN1C(=O)NC(=O)C1 (1-aminohydantoin hydrochloride), N1=C(Cl)N=C(Cl)N=C1Cl (cyanuric chloride), C([O-])(O)=O.[Na+] (sodium bicarbonate). Run in C(C)#N (acetonitrile). Run at time 2 hour. Yields the product ClC1=NC(=NC(=N1)Cl)NN1C(NC(C1)=O)=O (1-(4,6-dichloro-[1,3,5]-triazin-2-yl-amino)-imidazolidine-2,4-dione). The yield is 107.2%. Reaction SMILES: Cl.[NH2:2][N:3]1[CH2:9][C:7](=[O:8])[NH:6][C:4]1=[O:5].[N:10]1[C:17]([Cl:18])=[N:16][C:14](Cl)=[N:13][C:11]=1[Cl:12].C(=O)(O)[O-].[Na+]>C(#N)C>[Cl:12][C:11]1[N:10]=[C:17]([Cl:18])[N:16]=[C:14]([NH:2][N:3]2[CH2:9][C:7](=[O:8])[NH:6][C:4]2=[O:5])[N:13]=1 |f:0.1,3.4|. Procedure: An ice-cold suspension of 1-aminohydantoin hydrochloride (457 mg, 3.0 mmol), cyanuric chloride (500 mg, 2.73 mmol) and sodium bicarbonate (505 mg, 6 mmol) in acetonitrile (5 mL) was stirred under an atmosphere of nitrogen for 2 h and then stirred at room temperature for 20 h. The reaction mixture was evaporated to dryness under reduced pressure and the residue was extracted with ethyl acetate and the ethyl acetate was separated and dried (MgSO4). The crude product (770 mg) gave a single spot on ... The reactants are ClC1=C(C=CC(=C1)Cl)C1=CC=2N(C(=N1)NC(CNC(OC(C)(C)C)=O)C)C=CN2 (tert-Butyl (2-{[7-(2,4-dichlorophenyl)imidazo[1,2-c]pyrimidin-5-yl]amino}propyl)carbamate), FC(C(=O)O)(F)F (trifluoroacetic acid). Solvent: ClCCl (dichloromethane). Conditions: time 1 hour. Product: FC(C(=O)O)(F)F.ClC1=C(C=CC(=C1)Cl)C1=CC=2N(C(=N1)NC(CN)C)C=CN2 (N2-[7-(2,4-Dichlorophenyl)imidazo[1,2-c]pyrimidin-5-yl]propane-1,2-diamine trifluoracetate). The yield is 138.8%. RXN SMILES: [Cl:1][C:2]1[CH:7]=[C:6]([Cl:8])[CH:5]=[CH:4][C:3]=1[C:9]1[N:14]=[C:13]([NH:15][CH:16]([CH3:26])[CH2:17][NH:18]C(=O)OC(C)(C)C)[N:12]2[CH:27]=[CH:28][N:29]=[C:11]2[CH:10]=1.[F:30][C:31]([F:36])([F:35])[C:32]([OH:34])=[O:33]>ClCCl>[F:30][C:31]([F:36])([F:35])[C:32]([OH:34])=[O:33].[Cl:1][C:2]1[CH:7]=[C:6]([Cl:8])[CH:5]=[CH:4][C:3]=1[C:9]1[N:14]=[C:13]([NH:15][CH:16]([CH3:26])[CH2:17][NH2:18])[N:12]2[CH:27]=[CH:28][N:29]=[C:11]2[CH:10]=1 |f:3.4|. Procedure: tert-Butyl (2-{[7-(2,4-dichlorophenyl)imidazo[1,2-c]pyrimidin-5-yl]amino}propyl)carbamate (Example 36A) (700 mg, 1.6 mmol) is dissolved in dichloromethane (20 ml), and trifluoroacetic acid (2.5 ml, 32 mmol) is added. The resulting solution is stirred at RT for 1 h, concentrated in a rotary evaporator and dried on the vacuum line. 1 g of the product is obtained. The reactants are NC1=CC=CC=2C3=CC=CC=C3CC12 (1-Aminofluorene), CN(C1(CCC(CC1)=O)C1=CC=CC=C1)C (4-dimethylamino-4-phenylcyclohexanone), C(C)(=O)O (acetic acid), C(C)(=O)O[BH-](OC(C)=O)OC(C)=O.[Na+] (sodium triacetoxyborohydride). Run in ClCCCl (1,2-dichloroethane). Run at time 24 hour. Product: C1(=CC=CC=2C3=CC=CC=C3CC12)NC1CCC(CC1)(N(C)C)C1=CC=CC=C1 (N′-(9H-fluoren-1-yl)-N,N-dimethyl-1-phenyl-cyclohexane-1,4-diamine). The yield is 52.3%. RXN SMILES: [NH2:1][C:2]1[C:14]2[CH2:13][C:12]3[C:7](=[CH:8][CH:9]=[CH:10][CH:11]=3)[C:6]=2[CH:5]=[CH:4][CH:3]=1.[CH3:15][N:16]([CH3:30])[C:17]1([C:24]2[CH:29]=[CH:28][CH:27]=[CH:26][CH:25]=2)[CH2:22][CH2:21][C:20](=O)[CH2:19][CH2:18]1.C(O)(=O)C.C(O[BH-](OC(=O)C)OC(=O)C)(=O)C.[Na+]>ClCCCl>[C:2]1([NH:1][CH:20]2[CH2:19][CH2:18][C:17]([C:24]3[CH:25]=[CH:26][CH:27]=[CH:28][CH:29]=3)([N:16]([CH3:30])[CH3:15])[CH2:22][CH2:21]2)[C:14]2[CH2:13][C:12]3[C:7](=[CH:8][CH:9]=[CH:10][CH:11]=3)[C:6]=2[CH:5]=[CH:4][CH:3]=1 |f:3.4|. Procedure: 1-Aminofluorene (181 mg, 1 mmol) and 4-dimethylamino-4-phenylcyclohexanone (217 mg, 1 mmol) were dissolved in dry 1,2-dichloroethane (10 ml) under argon. Glacial acetic acid (1 mmol) and sodium triacetoxyborohydride (300 mg) were added to this mixture and the mixture was stirred for 24 hours at RT. For working up, the mixture was concentrated and the residue was adjusted to pH 11 with five molar sodium hydroxide solution. The alkaline phase was diluted with water (10 ml) and extracted with ethyl...